This data is from the Open Reaction Database (ORD), a public repository of structured organic reaction records. The task is: describe an organic reaction: reactants, conditions, products, and yield The reactants are COC(C1=CN=C(C(=C1)CC(C)C)OC)=O (5-isobutyl-6-methoxy-nicotinic acid methyl ester). The solvent is Cl (HCl). Product: C(C(C)C)C=1C(=NC=C(C(=O)O)C1)OC (5-Isobutyl-6-methoxy-nicotinic acid). Isolated yield 93.9%. As a reaction SMILES: C[O:2][C:3](=[O:16])[C:4]1[CH:9]=[C:8]([CH2:10][CH:11]([CH3:13])[CH3:12])[C:7]([O:14][CH3:15])=[N:6][CH:5]=1>Cl>[CH2:10]([C:8]1[C:7]([O:14][CH3:15])=[N:6][CH:5]=[C:4]([CH:9]=1)[C:3]([OH:16])=[O:2])[CH:11]([CH3:13])[CH3:12]. Reported procedure: A solution of 5-isobutyl-6-methoxy-nicotinic acid methyl ester (260 mg, 1.17 mmol) in 25% aq. HCl (10 mL) is stirred at 60° C. for 6 h. The solvent is evaporated and the residue is dried under HV to give the title compound (230 mg) as a white solid; LC-MS: tR=0.95 min; [M+1]+=210.51; 1H NMR (D6-DMSO): δ 0.86 (d, J=6.5 Hz), 1.84-1.95 (m, 1H), 2.46 (d, J=7.0 Hz, 2H), 3.95 (s, 3H), 7.93 (d, J=2.3 Hz, 1H), 8.59 (d, J=2.3 Hz, 1H). The reactants are COC(=O)c1ccc2c(C3CCCCC3)c(-c3ccccc3OCC(=O)NCCCCCN(C)S(N)(=O)=O)n(C)c2c1, CNCCCCCNC(=O)COc1cc(F)ccc1-c1c(C2CCCCC2)c2ccc(C(=O)OC)cc2n1C. Yields the product COC(=O)c1ccc2c(C3CCCCC3)c(-c3ccc(F)cc3OCC(=O)NCCCCCN(C)S(N)(=O)=O)n(C)c2c1. Reaction SMILES: [CH:1]1([c:7]2[c:8](-[c:21]3[c:22]([O:27][CH2:28][C:29](=[O:30])[NH:31][CH2:32][CH2:33][CH2:34][CH2:35][CH2:36][N:37]([S:38]([NH2:39])(=[O:40])=[O:41])[CH3:42])[cH:23][cH:24][cH:25][cH:26]3)[n:9]([CH3:20])[c:10]3[cH:11][c:12]([C:16](=[O:17])[O:18][CH3:19])[cH:13][cH:14][c:15]23)[CH2:2][CH2:3][CH2:4][CH2:5][CH2:6]1.[CH:43]1([c:44]2[c:45]3[c:46]([cH:47][c:48]([C:49]([O:50][CH3:51])=[O:52])[cH:53][cH:54]3)[n:55]([CH3:56])[c:57]2-[c:58]2[cH:59][cH:60][c:61]([F:69])[cH:62][c:63]2[O:64][CH2:65][C:66]([NH:67][CH2:68][CH2:70][CH2:71][CH2:72][CH2:73][NH:74][CH3:75])=[O:76])[CH2:77][CH2:78][CH2:79][CH2:80][CH2:81]1>>[CH:1]1([c:7]2[c:8](-[c:21]3[c:22]([O:27][CH2:28][C:29](=[O:30])[NH:31][CH2:32][CH2:33][CH2:34][CH2:35][CH2:36][N:37]([S:38]([NH2:39])(=[O:40])=[O:41])[CH3:42])[cH:23][c:24]([F:69])[cH:25][cH:26]3)[n:9]([CH3:20])[c:10]3[cH:11][c:12]([C:16](=[O:17])[O:18][CH3:19])[cH:13][cH:14][c:15]23)[CH2:2][CH2:3][CH2:4][CH2:5][CH2:6]1.